Dataset: the Open Reaction Database (ORD), a public repository of structured organic reaction records. Task: describe an organic reaction: reactants, conditions, products, and yield Reactants: NC1=NC(=NC=C1C(=O)C1=C(C=CC=C1OC)OC)S(=O)CC ((4-amino-2-ethanesulfinyl-pyrimidin-5-yl)-(2,6-dimethoxyphenyl)-methanone), NC1CCN(CC1)C(C)=O (1-(4-amino-piperidin-1-yl)-ethanone). The product is NC1=NC(=NC=C1C(C1=C(C=CC=C1OC)OC)=O)NC1CCN(CC1)C(C)=O (1-[4-[4-amino-5-(2,6-dimethoxy-benzoyl)-pyrimidin-2-ylamino]-piperidin-1-yl]-ethanone). Reaction SMILES: [NH2:1][C:2]1[C:7]([C:8]([C:10]2[C:15]([O:16][CH3:17])=[CH:14][CH:13]=[CH:12][C:11]=2[O:18][CH3:19])=[O:9])=[CH:6][N:5]=[C:4](S(CC)=O)[N:3]=1.[NH2:24][CH:25]1[CH2:30][CH2:29][N:28]([C:31](=[O:33])[CH3:32])[CH2:27][CH2:26]1>>[NH2:1][C:2]1[C:7]([C:8](=[O:9])[C:10]2[C:11]([O:18][CH3:19])=[CH:12][CH:13]=[CH:14][C:15]=2[O:16][CH3:17])=[CH:6][N:5]=[C:4]([NH:24][CH:25]2[CH2:30][CH2:29][N:28]([C:31](=[O:33])[CH3:32])[CH2:27][CH2:26]2)[N:3]=1. Reported procedure: The same procedure as described in Example 326 was used, starting with (4-amino-2-ethanesulfinyl-pyrimidin-5-yl)-(2,6-dimethoxyphenyl)-methanone (Example 333) and 1-(4-amino-piperidin-1-yl)-ethanone to give 1-[4-[4-amino-5-(2,6-dimethoxy-benzoyl)-pyrimidin-2-ylamino]-piperidin-1-yl]-ethanone as a white solid. MS (M+H)+, 400. Starting materials: CC1CN(CC1)CC=1C=C(OCCCCN)C=CC1 (4-[3-[(3-methylpyrrolidin-1-yl) methyl]-phenoxy]-butanamine), BrC1=NN=C(S1)N (5-bromo-1,3,4-thiadiazole-2-amine). The product is CC1CN(CC1)CC=1C=C(OCCCCNC=2SC(=NN2)N)C=CC1 (N-[4-[3-((3-Methylpyrrolidin-1-yl)methyl)phenoxy]butyl]1,3,4-thiadiazole-2,5-diamine). As a reaction SMILES: [CH3:1][CH:2]1[CH2:6][CH2:5][N:4]([CH2:7][C:8]2[CH:9]=[C:10]([CH:17]=[CH:18][CH:19]=2)[O:11][CH2:12][CH2:13][CH2:14][CH2:15][NH2:16])[CH2:3]1.Br[C:21]1[S:25][C:24]([NH2:26])=[N:23][N:22]=1>>[CH3:1][CH:2]1[CH2:6][CH2:5][N:4]([CH2:7][C:8]2[CH:9]=[C:10]([CH:17]=[CH:18][CH:19]=2)[O:11][CH2:12][CH2:13][CH2:14][CH2:15][NH:16][C:21]2[S:25][C:24]([NH2:26])=[N:23][N:22]=2)[CH2:3]1. Reported procedure: The compound is prepared by a method analogous to that of Example 51 from 4-[3-[(3-methylpyrrolidin-1-yl) methyl]-phenoxy]-butanamine and 5-bromo-1,3,4-thiadiazole-2-amine. The reactants are Cc1ccc2cc(C(=O)O)ccc2n1, NCc1ccccc1. The reagents and catalysts are C1=CN(C=N1)C(=O)N2C=CN=C2 (CDI), C1CCC2=NCCCN2CC1 (DBU). Solvent: CN(C)C=O (DMF), CN(C)C=O (DMF), CN(C)C=O (DMF), CN(C)C=O (DMF), CN(C)C=O (DMF), CN(C)C=O (DMF). Reaction conditions: temperature 25 celsius, time 2 hour. Yields the product Cc1ccc2cc(C(=O)NCc3ccccc3)ccc2n1. The yield is 62.5%. RXN SMILES: NCc1ccccc1.Cc1ccc2cc(C(=O)O)ccc2n1.C1=CN(C=N1)C(=O)N2C=CN=C2.C1CCC2=NCCCN2CC1.CN(C)C=O>>Cc1ccc2cc(C(=O)NCc3ccccc3)ccc2n1. The reactants are CCCC[N+](CCCC)(CCCC)CCCC.[F-] (TBAF), C[Si](C)(C)C#CC=1C=C(C(=O)N)C=CC1 (3-((Trimethylsilyl)ethynyl)benzamide), O (water). Run in C1CCOC1 (THF), C1CCOC1 (THF). Product: C(#C)C=1C=C(C(=O)N)C=CC1 (3-Ethynylbenzamide). Isolated yield 95.0%. Reaction SMILES: C[Si]([C:5]#[C:6][C:7]1[CH:8]=[C:9]([CH:13]=[CH:14][CH:15]=1)[C:10]([NH2:12])=[O:11])(C)C.CCCC[N+](CCCC)(CCCC)CCCC.[F-].O>C1COCC1>[C:6]([C:7]1[CH:8]=[C:9]([CH:13]=[CH:14][CH:15]=1)[C:10]([NH2:12])=[O:11])#[CH:5] |f:1.2|. Procedure details: 3-((Trimethylsilyl)ethynyl)benzamide (I143) (0.565 g, 2.60 mmol) was dissolved in THF (33 mL), and 1 M TBAF in THF (3.25 mL, 3.25 mmol) was added. After two hours the reaction was poured into water (200 mL) and the resulting solution was extracted with diethyl ether (3×200 mL). The combined ether phases were washed with brine (200 mL), dried over sodium sulfate then evaporated to give the title compound (I144) (0.357 g, 95% yield) as a tan solid; 1H NMR (400 MHz, CDCl3) δ 7.92 (t, J=1.5 Hz, 1H),... Starting materials: COCCN(C(=O)C=1C=C(C(N2C=CC3=C(C12)SC=C3)=O)C3=CC=C(C=C3)OCC3=CC=CC=C3)C3=CC=CC=C3 (8-(4-benzyloxy-phenyl)-7-oxo-7H-thieno[2,3-a]quinolizine-10-carboxylic acid (2-methoxy-ethyl)-phenyl-amide), C(C)=O (acetaldehyde). Yields the product COCCN(C(=O)C=1C=C(C(N2C=CC3=C(C12)SC(=C3)C(C)O)=O)C3=CC=C(C=C3)OCC3=CC=CC=C3)C3=CC=CC=C3 ((RS)-8-(4-Benzyloxy-phenyl)-2-(1-hydroxy-ethyl)-7-oxo-7H-thieno[2,3-a]quinolizine-10-carboxylic acid (2-methoxy-ethyl)-phenyl-amide). Reaction SMILES: [CH3:1][O:2][CH2:3][CH2:4][N:5]([C:36]1[CH:41]=[CH:40][CH:39]=[CH:38][CH:37]=1)[C:6]([C:8]1[CH:9]=[C:10]([C:22]2[CH:27]=[CH:26][C:25]([O:28][CH2:29][C:30]3[CH:35]=[CH:34][CH:33]=[CH:32][CH:31]=3)=[CH:24][CH:23]=2)[C:11](=[O:21])[N:12]2[C:17]=1[C:16]1[S:18][CH:19]=[CH:20][C:15]=1[CH:14]=[CH:13]2)=[O:7].[CH:42](=[O:44])[CH3:43]>>[CH3:1][O:2][CH2:3][CH2:4][N:5]([C:36]1[CH:37]=[CH:38][CH:39]=[CH:40][CH:41]=1)[C:6]([C:8]1[CH:9]=[C:10]([C:22]2[CH:27]=[CH:26][C:25]([O:28][CH2:29][C:30]3[CH:35]=[CH:34][CH:33]=[CH:32][CH:31]=3)=[CH:24][CH:23]=2)[C:11](=[O:21])[N:12]2[C:17]=1[C:16]1[S:18][C:19]([CH:42]([OH:44])[CH3:43])=[CH:20][C:15]=1[CH:14]=[CH:13]2)=[O:7]. Procedure details: By lithiation of 8-(4-benzyloxy-phenyl)-7-oxo-7H-thieno[2,3-a]quinolizine-10-carboxylic acid (2-methoxy-ethyl)-phenyl-amide and reaction with acetaldehyde. The reactants are C(C)(C)(C)OC(=O)N1C[C@H](OCC1)CC1=CC(=CC=C1)CO ((R)-2-(3-hydroxymethyl-benzyl)-morpholine-4-carboxylic acid tert-butyl ester), CN(C=O)C (N,N-dimethylformamide), [H-].[Na+] (sodium hydride), CI (methyl iodide). Run in C(C)(=O)OCC (ethyl acetate). Run at time 30 minute. Yields the product C(C)(C)(C)OC(=O)N1C[C@H](OCC1)CC1=CC(=CC=C1)COC ((R)-2-(3-Methoxymethyl-benzyl)-morpholine-4-carboxylic acid tert-butyl ester). The yield is 76.0%. RXN SMILES: [C:1]([O:5][C:6]([N:8]1[CH2:13][CH2:12][O:11][C@H:10]([CH2:14][C:15]2[CH:20]=[CH:19][CH:18]=[C:17]([CH2:21][OH:22])[CH:16]=2)[CH2:9]1)=[O:7])([CH3:4])([CH3:3])[CH3:2].[CH3:23]N(C)C=O.[H-].[Na+].CI>C(OCC)(=O)C>[C:1]([O:5][C:6]([N:8]1[CH2:13][CH2:12][O:11][C@H:10]([CH2:14][C:15]2[CH:20]=[CH:19][CH:18]=[C:17]([CH2:21][O:22][CH3:23])[CH:16]=2)[CH2:9]1)=[O:7])([CH3:4])([CH3:2])[CH3:3] |f:2.3|. Procedure details: To the solution of 0.20 g (0.65 mmol) (R)-2-(3-hydroxymethyl-benzyl)-morpholine-4-carboxylic acid tert-butyl ester in 3 mL N,N-dimethylformamide 31 mg (0.71 mmol; 55% dispersion in mineral oil) sodium hydride was added. After 30 min. 81 μL (1.3 mmol) methyl iodide was added. After 2 h the reaction mixture was diluted with ethyl acetate and extracted with 10% aqueous ammonium chloride solution followed by brine. The organic layer was dried over magnesium sulfate, filtered and evaporated and the r...